From a dataset of the Open Reaction Database (ORD), a public repository of structured organic reaction records. describe an organic reaction: reactants, conditions, products, and yield Starting materials: [K] (potassium), OC1=CC=C(C=C1)CC(=O)O (4-hydroxyphenylacetic acid), CN(P(=O)(N(C)C)N(C)C)C (hexamethylphosphoramide), ClCC(=O)N (2-Chloroacetamide). Solvent: CS(=O)C (dimethylsulfoxide). Run at time 24 hour. Yields the product ester, OC1=CC=C(C=C1)CC(=O)OCC(N)=O (carbamoylmethyl 4-hydroxyphenylacetate). Isolated yield 48.8%. As a reaction SMILES: [K].[OH:2][C:3]1[CH:8]=[CH:7][C:6]([CH2:9][C:10]([OH:12])=[O:11])=[CH:5][CH:4]=1.CN(C)P(N(C)C)(N(C)C)=O.Cl[CH2:25][C:26]([NH2:28])=[O:27]>CS(C)=O>[OH:2][C:3]1[CH:4]=[CH:5][C:6]([CH2:9][C:10]([O:12][CH2:25][C:26](=[O:27])[NH2:28])=[O:11])=[CH:7][CH:8]=1 |^1:0|. Reported procedure: The potassium salt of 4-hydroxyphenylacetic acid (9.5 g, 0.1 mol) was taken up in a mixture of dimethylsulfoxide (80 mL) and hexamethylphosphoramide (5.37 g, 0.1 mol). 2-Chloroacetamide (13.5 g, 0.3 mol) was added and the reaction mixture was first stirred at room temperature for 24 hours, then heated for 1 hour. The reaction mixture was evaporated, then cooled. The product which separated was taken up in ethyl acetate (150 mL), stirred, filtered and evaporated. The oily residue was partitioned ... Reactants: COc1cc(Nc2c(C#N)cnc3cc(-c4ccc(C5OCCO5)o4)ccc23)c(Cl)cc1Cl, Cl, C1CCOC1. Yields the product COc1cc(Nc2c(C#N)cnc3cc(-c4ccc(C=O)o4)ccc23)c(Cl)cc1Cl. Reaction SMILES: [Cl:1][c:2]1[c:3]([NH:4][c:5]2[c:6]([C:25]#[N:26])[cH:7][n:8][c:9]3[cH:10][c:11](-[c:15]4[o:16][c:17]([CH:20]5[O:21][CH2:24][CH2:23][O:22]5)[cH:18][cH:19]4)[cH:12][cH:13][c:14]23)[cH:27][c:28]([O:32][CH3:33])[c:29]([Cl:31])[cH:30]1.[ClH:39].[O:34]1[CH2:35][CH2:36][CH2:37][CH2:38]1>>[Cl:1][c:2]1[c:3]([NH:4][c:5]2[c:6]([C:25]#[N:26])[cH:7][n:8][c:9]3[cH:10][c:11](-[c:15]4[o:16][c:17]([CH:20]=[O:21])[cH:18][cH:19]4)[cH:12][cH:13][c:14]23)[cH:27][c:28]([O:32][CH3:33])[c:29]([Cl:31])[cH:30]1. The reactants are [3H]CCC([3H])N1C2=C(NC(=N2)C3CCCC3)C(=O)N(C1=O)C([3H])CC[3H] ([3H]DPCPX), C(C(CO)(CO)N)O (Tris), [C@@H]1([C@H](O)[C@H](O)[C@@H](CO)O1)N1C=NC=2C(N)=NC=NC12 (Adenosine), CNC(=O)[C@@H]1[C@H]([C@H]([C@@H](O1)N2C=NC3=C2N=CN=C3NCC4=CC(=C(C=C4)N)[125I])O)O ([125I]AB MECA), ligand, suspension, P(O)(=O)(OP(=O)(O)OP(=O)(O)O)OC[C@@H]1[C@H]([C@H]([C@@H](O1)N1C=NC=2C(=O)NC(N)=NC12)O)O (GTP), [C@@H]1([C@H](O)[C@H](O)[C@@H](CO)O1)N1C=NC=2C(N)=NC=NC12 (Adenosine), 3-([3-cholamidopropyl]-dimethylammonio)-1-propanesulfonate. Reaction conditions: time 1 hour. Yields the product C(C1=CC=CC=C1)NC=1N=C(C=2N=C(N([C@H]3[C@H](O)[C@H](O)[C@@H](CO)O3)C2N1)NCC1=CC=CC=C1)N (2,8-di-benzylaminoadenosine). RXN SMILES: [3H]CCC(N1C(=O)N(C(CC[3H])[3H])C(=O)C2N[C:10]([CH:12]3[CH2:16][CH2:15][CH2:14][CH2:13]3)=[N:11]C1=2)[3H].P(O[CH2:40][C@H]1O[C@@H](N2C3N=C(N)NC(=O)C=3N=C2)[C@H](O)[C@@H]1O)(OP(OP(O)(O)=O)(O)=O)(=O)O.[C@@H:59]1([N:68]2[C:77]3[N:76]=[CH:75][N:74]=[C:72]([NH2:73])[C:71]=3[N:70]=[CH:69]2)[O:67][C@H:64]([CH2:65][OH:66])[C@@H:62]([OH:63])[C@H:60]1[OH:61].C(O)C(N)(CO)CO.CNC([C@H]1O[C@@H](N2C3N=CN=C([NH:104][CH2:105][C:106]4[CH:111]=[CH:110][C:109](N)=[C:108]([125I])[CH:107]=4)C=3N=C2)[C@H](O)[C@@H]1O)=O>>[CH2:105]([NH:104][C:75]1[N:74]=[C:72]([NH2:73])[C:71]2[N:70]=[C:69]([NH:11][CH2:10][C:12]3[CH:16]=[CH:15][CH:14]=[CH:13][CH:40]=3)[N:68]([C:77]=2[N:76]=1)[C@@H:59]1[O:67][C@H:64]([CH2:65][OH:66])[C@@H:62]([OH:63])[C@H:60]1[OH:61])[C:106]1[CH:111]=[CH:110][CH:109]=[CH:108][CH:107]=1. Procedure: Measurements with [3H]DPCPX in the absence of GTP were performed according to a protocol published previously.30 Adenosine A2A receptor affinities were determined according to Gao et al.31 Adenosine A3 receptor affinities were determined essentially as described.28,29 Briefly, assays were performed in 50/10/1 buffer (50 mM Tris/10 mM MgCl2/1 mM ethylenediaminetetra-acetic acid (EDTA) and 0.01% 3-([3-cholamidopropyl]-dimethylammonio)-1-propanesulfonate (CHAPS)) in glass tubes and contained 50 μl ... Reactants: C(C)OC(=O)C1=CNC=2CCCC=3C(C12)=NN(C3)CCO (2-(2-Hydroxy-ethyl)-4,5,6,7-tetrahydro-2H-1,2,7-triaza-cyclopenta[e]azulene-9-carboxylic acid ethyl ester), N1=CC=CC=C1 (pyridine), CS(=O)(=O)Cl (methanesulfonyl chloride), C(C)OC(=O)C1=CNC=2CCCC=3C(C12)=NN(C3)CCOS(=O)(=O)C (2-(2-methanesulfonyloxy-ethyl)-4,5,6,7-tetrahydro-2H-1,2,7-triaza-cyclopenta[e]azulene-9-carboxylic acid ethyl ester), C(C)NCC (diethylamine), C(=O)([O-])[O-].[K+].[K+] (K2CO3). The solvent is C(Cl)Cl (CH2Cl2), CC#N (CH3CN). Reaction conditions: temperature 0 celsius, time 4 hour. Yields the product C(C)OC(=O)C1=CNC=2CCCC=3C(C12)=NN(C3)CCN(CC)CC (2-(2-diethylamino-ethyl)-4,5,6,7-tetrahydro-2H-1,2,7-triaza-cyclopenta[e]azulene-9-carboxylic acid ethyl ester). Yield: 10.4%. Reaction SMILES: [CH2:1]([O:3][C:4]([C:6]1[C:15]2[C:14]3=[N:16][N:17]([CH2:19][CH2:20]O)[CH:18]=[C:13]3[CH2:12][CH2:11][CH2:10][C:9]=2[NH:8][CH:7]=1)=[O:5])[CH3:2].[N:22]1[CH:27]=[CH:26]C=[CH:24][CH:23]=1.CS(Cl)(=O)=O.C(OC(C1C2C3=NN(CCOS(C)(=O)=O)C=C3CCCC=2NC=1)=O)C.C(NCC)C.C([O-])([O-])=O.[K+].[K+]>C(Cl)Cl.CC#N>[CH2:1]([O:3][C:4]([C:6]1[C:15]2[C:14]3=[N:16][N:17]([CH2:19][CH2:20][N:22]([CH2:27][CH3:26])[CH2:23][CH3:24])[CH:18]=[C:13]3[CH2:12][CH2:11][CH2:10][C:9]=2[NH:8][CH:7]=1)=[O:5])[CH3:2] |f:5.6.7|. Procedure: A solution of 2-(2-Hydroxy-ethyl)-4,5,6,7-tetrahydro-2H-1,2,7-triaza-cyclopenta[e]azulene-9-carboxylic acid ethyl ester (866 mg, 2.99 mmol) in CH2Cl2 (6 mL) at 0° C. under N2 is treated with pyridine (0.73 mL, 8.98 mmol) followed by methanesulfonyl chloride (0.28 mL, 3.59 mmol). The reaction mixture is stirred at 0° C. for 10 min. and at room temperature for 4 h. The reaction mixture is then concentrated in vacuo. The crude 2-(2-methanesulfonyloxy-ethyl)-4,5,6,7-tetrahydro-2H-1,2,7-triaza-cyclop... The reactants are C(C1=CC=CC=C1)(C1=CC=CC=C1)(C1=CC=CC=C1)N1C(=NC=C1)C(CC)O (N-tritylimidazolylpropanol), CO (methanol). The product is N1C(=NC=C1)C[C@H](C)O ((S)-1-(2-imidazolyl)-propan-2-ol). As a reaction SMILES: C([N:20]1[CH:24]=[CH:23][N:22]=[C:21]1[CH:25](O)[CH2:26][CH3:27])(C1C=CC=CC=1)(C1C=CC=CC=1)C1C=CC=CC=1.C[OH:30]>>[NH:20]1[CH:24]=[CH:23][N:22]=[C:21]1[CH2:25][C@@H:26]([OH:30])[CH3:27]. Reported procedure: A solution of N-tritylimidazolylpropanol (S)-(6) (2.39 g, 6.51 mmol) in 80 ml methanol containing 4.3 ml glacial acetic acid (5%) was refluxed for about 12 hours. After that time, TLC indicated disappearance of the starting materials. The mixture was concentrated in vacuo and a white precipitate appeared upon addition of 50 ml of cold distilled water. The mixture was chilled, then filtered, and the white precipitate was washed with cold distilled water (10 ml). The filtrate was then evaporated t... Reactants: O=C(O)c1ccc2nccnc2c1, NCc1cccc2ccccc12. The reagents and catalysts are CC(C)N=C=NC(C)C (DIC), CN1C(=C(C(=O)N(C1=O)C)N=O)O (Oxyma-B). The solvent is CN(C)C=O (DMF), CN(C)C=O (DMF), CN(C)C=O (DMF), CN(C)C=O (DMF), CN(C)C=O (DMF), CN(C)C=O (DMF). Conditions: temperature 25 celsius, time 2 hour. The product is O=C(NCc1cccc2ccccc12)c1ccc2nccnc2c1. Yield: 81.4%. As a reaction SMILES: NCc1cccc2ccccc12.O=C(O)c1ccc2nccnc2c1.CC(C)N=C=NC(C)C.CN1C(=C(C(=O)N(C1=O)C)N=O)O.CN(C)C=O>>O=C(NCc1cccc2ccccc12)c1ccc2nccnc2c1. The reactants are C(=O)(OC)C(CC(=O)OCC)(C(=O)OC)C=1C=CN2C(C(=CC=C2C1)C(=O)OCC)=O (Ethyl 8-[1,1-Dicarbomethoxy-2-carboethoxy-ethyl]-4-oxo-4H-quinolizine-3-carboxylate), O=C1C(=CC=C2C=CC=CN12)C(=O)OCC (Ethyl 4-oxo-4H-quinolizine-3-carboxylate). The product is C(=O)(O)C(CC(=O)O)C=1C=CN2C(C(=CC=C2C1)C(=O)O)=O (8-(1,2-Dicarboxyethyl)-4-oxo-4H-quinolizine-3-carboxylic Acid). Yield: 48.0%. As a reaction SMILES: [C:1]([C:5]([C:16]1[CH:17]=[CH:18][N:19]2[C:24]([CH:25]=1)=[CH:23][CH:22]=[C:21]([C:26]([O:28]CC)=[O:27])[C:20]2=[O:31])(C(OC)=O)[CH2:6][C:7]([O:9]CC)=[O:8])([O:3]C)=[O:2].O=C1N2C(C=CC=C2)=CC=C1C(OCC)=O>>[C:1]([CH:5]([C:16]1[CH:17]=[CH:18][N:19]2[C:24]([CH:25]=1)=[CH:23][CH:22]=[C:21]([C:26]([OH:28])=[O:27])[C:20]2=[O:31])[CH2:6][C:7]([OH:9])=[O:8])([OH:3])=[O:2]. Reported procedure: Saponification of (20) was done as described for (1). After completion of the reaction, the solvent was evaporated in vacuo, and the resulting yellow solid was dissolved in water. The aqueous layer was acidified to pH 1, and extracted three times with ethyl acetate. Evaporation of the organic solvent gave 8-(1,2-dicarboxyethyl)-4-oxo-4H-quinolizine-3-carboxylic acid (20a) as a yellow solid in 48% yield. M.p. 250° C. 1H NMR (δ, DMSO-d6): 2.72-2.76 (m, 2H), 3.02-3.06 (m, 1H), 7.14 (d, J=9 Hz, 1H),... The reactants are C([O-])([O-])=O.[K+].[K+] (potassium carbonate), C(C)(=O)OC(C)=O (acetic anhydride), C(C)(=O)OCC(COC(C)=O)NC(=O)C1=C(C(=C(C(=C1I)N)I)C(=O)NC(COC(C)=O)COC(C)=O)I (N,N'-bis-[2-acetyloxy-1-(acetyloxymethyl)ethyl]-5-[amino]-2,4,6-triiodo-1,3-benzenedicarboxamide), BrC(C(=O)Br)CCBr (2,4-dibromobutyroyl bromide), C([O-])([O-])=O.[K+].[K+] (potassium carbonate). Run in N1=CC=CC=C1 (pyridine), CN(C(C)=O)C (N,N-dimethylacetamide). Reaction conditions: temperature 25 celsius, time 13 hour. The product is C(C)(=O)OCC(COC(C)=O)NC(=O)C1=C(C(=C(C(=C1I)N1C(C(CC1)Br)=O)I)C(=O)NC(COC(C)=O)COC(C)=O)I (N,N'-bis-[2-acetyloxy-1-(acetyloxymethyl)ethyl]-5-[3-bromo-2-oxo-1pyrrolidinyl]-2,4,6-triiodo-1,3-benzenedicarboxamide). The yield is 45.8%. As a reaction SMILES: [C:1]([O:4][CH2:5][CH:6]([NH:12][C:13]([C:15]1[C:20]([I:21])=[C:19]([NH2:22])[C:18]([I:23])=[C:17]([C:24]([NH:26][CH:27]([CH2:33][O:34][C:35](=[O:37])[CH3:36])[CH2:28][O:29][C:30](=[O:32])[CH3:31])=[O:25])[C:16]=1[I:38])=[O:14])[CH2:7][O:8][C:9](=[O:11])[CH3:10])(=[O:3])[CH3:2].[Br:39][CH:40]([CH2:44][CH2:45]Br)[C:41](Br)=[O:42].C(=O)([O-])[O-].[K+].[K+].C(OC(=O)C)(=O)C>CN(C)C(=O)C.N1C=CC=CC=1>[C:30]([O:29][CH2:28][CH:27]([NH:26][C:24]([C:17]1[C:18]([I:23])=[C:19]([N:22]2[CH2:45][CH2:44][CH:40]([Br:39])[C:41]2=[O:42])[C:20]([I:21])=[C:15]([C:13]([NH:12][CH:6]([CH2:5][O:4][C:1](=[O:3])[CH3:2])[CH2:7][O:8][C:9](=[O:11])[CH3:10])=[O:14])[C:16]=1[I:38])=[O:25])[CH2:33][O:34][C:35](=[O:37])[CH3:36])(=[O:32])[CH3:31] |f:2.3.4|. Procedure details: A solution of N,N'-bis-[2-acetyloxy-1-(acetyloxymethyl)ethyl]-5-[amino]-2,4,6-triiodo-1,3-benzenedicarboxamide, (8.73 g, 10 mmol) in dry N,N-dimethylacetamide (100 ml ) was treated with 2,4-dibromobutyroyl bromide (4. 017 g, 13 mmol) under nitrogen and the mixture was stirred for 13 hours at 25° C. The dimethylacetamide was removed by distillation at 55°-60° C. under high vacuum. The resulting thick paste was dissolved in dry N,N-dimethylacetamide (160 ml) and potassium carbonate (1.80 g, 13 mmo...